describe an organic reaction: reactants, conditions, products, and yield From a dataset of the Open Reaction Database (ORD), a public repository of structured organic reaction records. Starting materials: C(C)(C)(C)OC(=O)N1CC(C(CC1)=O)C (racemic 3-methyl-4-oxo-piperidine-1-carboxylic acid tert-butyl ester), ethanolic-HCl, C(Cl)Cl (DCM), hexanes EtOAc. Conditions: temperature 25 celsius, time 3 hour. Product: Cl.CC1CNCCC1=O (racemic 3-methyl-piperidin-4-one hydrochloride). As a reaction SMILES: C(OC([N:8]1[CH2:13][CH2:12][C:11](=[O:14])[CH:10]([CH3:15])[CH2:9]1)=O)(C)(C)C.C(Cl)[Cl:17]>>[ClH:17].[CH3:15][CH:10]1[C:11](=[O:14])[CH2:12][CH2:13][NH:8][CH2:9]1 |f:2.3|. Procedure details: To a solution of racemic 3-methyl-4-oxo-piperidine-1-carboxylic acid tert-butyl ester in anhydrous DCM at 0° C., ethanolic-HCl was added slowly and the reaction mixture was allowed to stir at 25° C. for 3 h. TLC (hexanes/EtOAc 40% EtOAc) showed complete consumption of the starting material. The reaction mixture was evaporated to give racemic 3-methyl-piperidin-4-one hydrochloride which was used crude in the next reaction. Reactants: CCO, NC(=O)c1cnc(N)c([N+](=O)[O-])c1. The product is NC(=O)c1cnc(N)c(N)c1. As a reaction SMILES: [CH3:14][CH2:15][OH:16].[NH2:1][c:2]1[n:3][cH:4][c:5]([C:6](=[O:7])[NH2:8])[cH:9][c:10]1[N+:11]([O-:12])=[O:13]>>[NH2:1][c:2]1[n:3][cH:4][c:5]([C:6](=[O:7])[NH2:8])[cH:9][c:10]1[NH2:11]. The reactants are C(C=1C(O)=CC=CC1)(=O)O (Salicylic acid), ClS(=O)(=O)O (chlorosulphonic acid). Solvent: O (water). The product is ClS(=O)(=O)C1=C(C(C(=O)O)=CC(=C1)S(=O)(=O)Cl)O (3,5-bis(chlorosulphonyl)salicylic acid). Reaction SMILES: [C:1]([OH:10])(=[O:9])[C:2]1[C:3](=[CH:5][CH:6]=[CH:7][CH:8]=1)[OH:4].[Cl:11][S:12]([OH:15])(=O)=[O:13]>O>[Cl:11][S:12]([C:5]1[CH:6]=[C:7]([S:12]([Cl:11])(=[O:15])=[O:13])[CH:8]=[C:2]([C:1]([OH:10])=[O:9])[C:3]=1[OH:4])(=[O:15])=[O:13]. Reported procedure: Salicylic acid (10 g) was added to chlorosulphonic acid (60 ml) during 5 minutes. The mixture was then heated at 130°-140° C. for 90 minutes. After cooling, the mixture was cooled and then added dropwise to an excess of a mixture of ice and water, keeping the temperature below 0° C. The precipitated solid was extracted with dichloromethane, and the organic extract was dried over sodium sulphate, and concentrated in vacuo to a small volume and treated with petroleum ether (b.p. 40°-60° C.). The p... The reactants are [Br-], O=C([O-])[O-], C, c1ccc(C[P+](c2ccccc2)(c2ccccc2)c2ccccc2)cc1, CN(C)C=O, CCO, O=Cc1cc(-c2ccc(C(F)(F)F)cc2)n[nH]1, [K+], [K+], C1CCOC1, O, [Pd]. Product: FC(F)(F)c1ccc(-c2cc(CCc3ccccc3)[nH]n2)cc1. RXN SMILES: [Br-:18].[C:45](=[O:46])([O-:47])[O-:48].[C:65].[CH2:19]([c:20]1[cH:21][cH:22][cH:23][cH:24][cH:25]1)[P+:26]([c:27]1[cH:28][cH:29][cH:30][cH:31][cH:32]1)([c:33]1[cH:34][cH:35][cH:36][cH:37][cH:38]1)[c:39]1[cH:40][cH:41][cH:42][cH:43][cH:44]1.[CH3:52][N:53]([CH3:54])[CH:55]=[O:56].[CH3:62][CH2:63][OH:64].[F:1][C:2]([c:3]1[cH:4][cH:5][c:6](-[c:9]2[n:10][nH:11][c:12]([CH:14]=[O:15])[cH:13]2)[cH:7][cH:8]1)([F:16])[F:17].[K+:49].[K+:50].[O:57]1[CH2:58][CH2:59][CH2:60][CH2:61]1.[OH2:51].[Pd:66]>>[F:1][C:2]([c:3]1[cH:4][cH:5][c:6](-[c:9]2[n:10][nH:11][c:12]([CH2:14][CH2:19][c:20]3[cH:21][cH:22][cH:23][cH:24][cH:25]3)[cH:13]2)[cH:7][cH:8]1)([F:16])[F:17]. Reactants: COC1=C(C=C(C(=C1)Br)C)[N+](=O)[O-] (5-bromo-4-methyl-2-nitrophenyl methyl ether), N1=CC=C(C=C1)B(O)O (4-pyridylboronic acid), C(=O)([O-])[O-].[Na+].[Na+] (Na2CO3). The reagents and catalysts are C1=CC=C(C=C1)P([C-]2C=CC=C2)C3=CC=CC=C3.C1=CC=C(C=C1)P([C-]2C=CC=C2)C3=CC=CC=C3.Cl[Pd]Cl.[Fe+2] (PdCl2(dppf)). Solvent: O1CCOCC1 (dioxane). Conditions: temperature 80 celsius. Yields the product CC1=C(C=C(C(=C1)[N+](=O)[O-])OC)C1=CC=NC=C1 (4-[2-methyl-5-(methyloxy)-4-nitrophenyl]pyridine). Isolated yield 47.2%. Reaction SMILES: [CH3:1][O:2][C:3]1[CH:8]=[C:7](Br)[C:6]([CH3:10])=[CH:5][C:4]=1[N+:11]([O-:13])=[O:12].[N:14]1[CH:19]=[CH:18][C:17](B(O)O)=[CH:16][CH:15]=1.C([O-])([O-])=O.[Na+].[Na+]>O1CCOCC1.C1C=CC(P(C2C=CC=CC=2)[C-]2C=CC=C2)=CC=1.C1C=CC(P(C2C=CC=CC=2)[C-]2C=CC=C2)=CC=1.Cl[Pd]Cl.[Fe+2]>[CH3:10][C:6]1[CH:5]=[C:4]([N+:11]([O-:13])=[O:12])[C:3]([O:2][CH3:1])=[CH:8][C:7]=1[C:17]1[CH:18]=[CH:19][N:14]=[CH:15][CH:16]=1 |f:2.3.4,6.7.8.9|. Procedure details: A solution of 5-bromo-4-methyl-2-nitrophenyl methyl ether (6.0 g, 24.38 mmol), PdCl2(dppf)*DCM (1.43 g, 1.95 mmol) and 4-pyridylboronic acid (20.4 g, 165.8 mmol) in dioxane was deoxygenated by bubbling with N2 (g) for ca 15 min. To this solution was added degassed 2.0 N Na2CO3 (aq) (170 mL, 14.0 equiv.) and the resulting slurry was warmed to 80° C. for 24 h. The dioxane was removed under reduced pressure and the solids were dissolved in EtOAc and washed with H2O, dried (Na2SO4), and purified by ... The reactants are CC(C)(C)[Si](OCCOCCOCCOCCO)(c1ccccc1)c1ccccc1, BrC(Br)(Br)Br, C1CCOC1, c1ccc(P(c2ccccc2)c2ccccc2)cc1. Yields the product CC(C)(C)[Si](OCCOCCOCCOCCBr)(c1ccccc1)c1ccccc1. RXN SMILES: [C:1]([CH3:2])([CH3:3])([CH3:4])[Si:5]([O:6][CH2:7][CH2:8][O:9][CH2:10][CH2:11][O:12][CH2:13][CH2:14][O:15][CH2:16][CH2:17][OH:18])([c:19]1[cH:20][cH:21][cH:22][cH:23][cH:24]1)[c:25]1[cH:26][cH:27][cH:28][cH:29][cH:30]1.[C:31]([Br:32])([Br:33])([Br:34])[Br:35].[O:55]1[CH2:56][CH2:57][CH2:58][CH2:59]1.[c:36]1([P:37]([c:38]2[cH:39][cH:40][cH:41][cH:42][cH:43]2)[c:44]2[cH:45][cH:46][cH:47][cH:48][cH:49]2)[cH:50][cH:51][cH:52][cH:53][cH:54]1>>[C:1]([CH3:2])([CH3:3])([CH3:4])[Si:5]([O:6][CH2:7][CH2:8][O:9][CH2:10][CH2:11][O:12][CH2:13][CH2:14][O:15][CH2:16][CH2:17][Br:32])([c:19]1[cH:20][cH:21][cH:22][cH:23][cH:24]1)[c:25]1[cH:26][cH:27][cH:28][cH:29][cH:30]1. Starting materials: C(C)OC(COC1=CC=CC2=C1OCC1=C2N=C(S1)S)=O (ethyl[(2-mercapto-4H-[1]benzopyrano[4,3-d]thiazol-6-yl)oxy]acetate), C1(=CC=CC=C1)C(CI)C1=CC=CC=C1 (2,2-diphenylethyl iodide). Yields the product C1(=CC=CC=C1)C(CSC=1SC2=C(N1)C1=C(OC2)C(=CC=C1)OCC(=O)O)C1=CC=CC=C1 ([[2-(2,2-Diphenylethyl)thio-4H-[1]benzopyrano[4,3-d]thiazol-6-yl]oxy]acetic Acid). The yield is 41.0%. As a reaction SMILES: C([O:3][C:4](=[O:21])[CH2:5][O:6][C:7]1[C:12]2[O:13][CH2:14][C:15]3[S:19][C:18]([SH:20])=[N:17][C:16]=3[C:11]=2[CH:10]=[CH:9][CH:8]=1)C.[C:22]1([CH:28]([C:31]2[CH:36]=[CH:35][CH:34]=[CH:33][CH:32]=2)[CH2:29]I)[CH:27]=[CH:26][CH:25]=[CH:24][CH:23]=1>>[C:22]1([CH:28]([C:31]2[CH:32]=[CH:33][CH:34]=[CH:35][CH:36]=2)[CH2:29][S:20][C:18]2[S:19][C:15]3[CH2:14][O:13][C:12]4[C:7]([O:6][CH2:5][C:4]([OH:3])=[O:21])=[CH:8][CH:9]=[CH:10][C:11]=4[C:16]=3[N:17]=2)[CH:27]=[CH:26][CH:25]=[CH:24][CH:23]=1. Procedure details: Using ethyl[(2-mercapto-4H-[1]benzopyrano[4,3-d]thiazol-6-yl)oxy]acetate and 2,2-diphenylethyl iodide, the procedure of Example 1 was otherwise repeated to synthesize the title compound. Yield 41%.